Dataset: the Open Reaction Database (ORD), a public repository of structured organic reaction records. Task: describe an organic reaction: reactants, conditions, products, and yield The reactants are NC1(CCCC1)C(=O)N (1-aminocyclopentane-1-carboxamide), C(OC)(OC)OC (trimethyl orthoformate), Cl (hydrochloric acid). The solvent is CC(=O)C (acetone). Product: Cl.N1=CNC(C12CCCC2)=O (1,3-diazaspiro[4,4]non-1-en-4-one monohydrochloride). Yield: 92.2%. Reaction SMILES: [NH2:1][C:2]1([C:7]([NH2:9])=[O:8])[CH2:6][CH2:5][CH2:4][CH2:3]1.[CH:10](OC)(OC)OC.[ClH:17]>CC(C)=O>[ClH:17].[N:1]1[C:2]2([CH2:6][CH2:5][CH2:4][CH2:3]2)[C:7](=[O:8])[NH:9][CH:10]=1 |f:4.5|. Procedure details: 20 g (0.156 mol) of 1-aminocyclopentane-1-carboxamide and 28 g (0.19 mol) of trimethyl orthoformate are refluxed for 1 hour. The condenser is then changed to a "No hold up" condenser, and the temperature is elevated to 140° C. inner temperature. The residue is dissolved in 150 ml of acetone the pH is adjusted to 1-2 with concentrated hydrochloric acid and after cooling the resulting suspension the product is filtered of. 25 g of the title compound is obtained, yield 92.2%. The reactants are CC([O-])C.[Dy+3].CC([O-])C.CC([O-])C (dysprosium (III) isopropoxide), [OH-].[Na+] (NaOH), C(C)O[SiH](OCC)OCC (Triethoxysilane), C(CCCCCCCCC)(=O)OCC (ethyl decanoate). Solvent: C1CCOC1 (THF). Conditions: temperature 60 celsius, time 29 hour. Yields the product C(CCCCCCCCC)O (decanol). Isolated yield 47.2%. Reaction SMILES: CC(C)[O-].[Dy+3].CC(C)[O-].CC(C)[O-].C(O[SiH](OCC)OCC)C.[C:24](OCC)(=[O:34])[CH2:25][CH2:26][CH2:27][CH2:28][CH2:29][CH2:30][CH2:31][CH2:32][CH3:33].[OH-].[Na+]>C1COCC1>[CH2:24]([OH:34])[CH2:25][CH2:26][CH2:27][CH2:28][CH2:29][CH2:30][CH2:31][CH2:32][CH3:33] |f:0.1.2.3,6.7|. Reported procedure: A dry Schlenk tube under argon was charged with 51 mg (0.15 mmol) of dysprosium (III) isopropoxide. Triethoxysilane (1.4 mL, 7.5 mmol) and ethyl decanoate (696 μL, 3 mmol) were added and the reaction mixture was heated to 60° C. After 29 hours, GLC analysis of an aliquot taken from the reaction mixture showed 23% conversion. The reaction mixture was then heated to 70° C. After an additional 3 days, THF (8 mL) and aqueous NaOH (1 N, 15 mL) were added, and the mixture was stirred vigorously for 3 ... Starting materials: COC(CC1(CCCCC1)NC1=C(C=CC=C1)N)=O ([1-(2-amino-phenylamino)-cyclohexyl]-acetic acid methyl ester), C(=O)(N1C=NC=C1)N1C=NC=C1 (1,1′-carbonyldiimidazole). Solvent: C1CCOC1 (THF). Conditions: time 16 hour. The product is COC(CC1(CCCCC1)N1C(NC2=C1C=CC=C2)=O)=O ([1-(2-oxo-2,3-dihydro-benzimidazol-1-yl)-cyclohexyl]-acetic acid methyl ester). Isolated yield 85.2%. As a reaction SMILES: [CH3:1][O:2][C:3](=[O:19])[CH2:4][C:5]1([NH:11][C:12]2[CH:17]=[CH:16][CH:15]=[CH:14][C:13]=2[NH2:18])[CH2:10][CH2:9][CH2:8][CH2:7][CH2:6]1.[C:20](N1C=CN=C1)(N1C=CN=C1)=[O:21]>C1COCC1>[CH3:1][O:2][C:3](=[O:19])[CH2:4][C:5]1([N:11]2[C:12]3[CH:17]=[CH:16][CH:15]=[CH:14][C:13]=3[NH:18][C:20]2=[O:21])[CH2:10][CH2:9][CH2:8][CH2:7][CH2:6]1. Reported procedure: A mixture of [1-(2-amino-phenylamino)-cyclohexyl]-acetic acid methyl ester (205 mg, 0.79 mmol) in THF (5 mL) was added 1,1′-carbonyldiimidazole (180 mg, 1.11 mmol). The solution was stirred at room temperature for 16 hours. The reaction mixture was concentrated. The resulting residue was purified by CombiFlash with 50% EtOAc in Hexane as the eluent to afford the desired [1-(2-oxo-2,3-dihydro-benzimidazol-1-yl)-cyclohexyl]-acetic acid methyl ester (194 mg, 86%).